describe an organic reaction: reactants, conditions, products, and yield From a dataset of the Open Reaction Database (ORD), a public repository of structured organic reaction records. The reactants are C(=O)(OCC1=CC=CC=C1)N[C@H](C1=CC=C(C=C1)[N+](=O)[O-])C ((S)-(-)-N-carbobenzyloxy-α-methyl-4-nitrobenzylamine), CI (methyl iodide), [H-].[Na+] (sodium hydride). Solvent: CN(C)C=O (DMF). Reaction conditions: temperature 7.5 celsius, time 1 hour. The product is C(=O)(OCC1=CC=CC=C1)N(C)[C@H](C1=CC=C(C=C1)[N+](=O)[O-])C ((S)-(-)-N-Carbobenzyloxy-N-methyl-α-methyl-4-nitrobenzylamine). Isolated yield 75.0%. As a reaction SMILES: [C:1]([NH:11][C@@H:12]([CH3:22])[C:13]1[CH:18]=[CH:17][C:16]([N+:19]([O-:21])=[O:20])=[CH:15][CH:14]=1)([O:3][CH2:4][C:5]1[CH:10]=[CH:9][CH:8]=[CH:7][CH:6]=1)=[O:2].[CH3:23]I.[H-].[Na+]>CN(C=O)C>[C:1]([N:11]([C@@H:12]([CH3:22])[C:13]1[CH:14]=[CH:15][C:16]([N+:19]([O-:21])=[O:20])=[CH:17][CH:18]=1)[CH3:23])([O:3][CH2:4][C:5]1[CH:6]=[CH:7][CH:8]=[CH:9][CH:10]=1)=[O:2] |f:2.3|. Procedure details: A solution of (S)-(-)-N-carbobenzyloxy-α-methyl-4-nitrobenzylamine (8.2 gm, 28 mmol) and methyl iodide (2.6 mL, 42 mmol) in DMF (50 mL) was cooled under nitrogen in an ice bath to 5-10° C. and sodium hydride (60% suspension in mineral oil) (1.2 gm, 31 mmol) was added in portions over 15 min while maintaining the temperature at 5-10° C. The reaction was stirred for 1 hr and then slowly quenched into a mixture of ice water, 2N hydrochloric acid (20 mL) and ether and the layers were separated. The ... The reactants are CCCCOC(=O)C(=Cc1ccccc1)NC(C)=O, Cc1ccccc1C. Reaction SMILES: [C:1]([CH3:2])(=[O:3])[NH:4][C:5]([C:6](=[O:7])[O:8][CH2:9][CH2:10][CH2:11][CH3:12])=[CH:13][c:14]1[cH:15][cH:16][cH:17][cH:18][cH:19]1.[CH3:20][c:21]1[c:22]([CH3:23])[cH:24][cH:25][cH:26][cH:27]1>>[C:1]([CH3:2])(=[O:3])[NH:4][C:5]([C:6](=[O:7])[O:8][CH3:9])=[CH:13][c:14]1[cH:15][cH:16][cH:17][cH:18][cH:19]1. Yields the product COC(=O)C(=Cc1ccccc1)NC(C)=O.